From a dataset of the Open Reaction Database (ORD), a public repository of structured organic reaction records. describe an organic reaction: reactants, conditions, products, and yield Reactants: [OH-].[Na+] (sodium hydroxide), C(C)(C)(C)OC(=O)NNC(CCCC(=O)OC)C1=CC=C(C=C1)F (methyl 5-(N′-tert-butoxycarbonylhydrazino)-5-(4-fluorophenyl)pentanoate), Cl (hydrochloric acid). The solvent is CO (methanol). Conditions: time 2 hour. Product: C(C)(C)(C)OC(NN1C(CCCC1=O)C1=CC=C(C=C1)F)=O (tert-butyl[2-(4-fluorophenyl)-6-oxopiperidin-1-yl]carbamate). Yield: 68.1%. As a reaction SMILES: [OH-].[Na+].[C:3]([O:7][C:8]([NH:10][NH:11][CH:12]([C:20]1[CH:25]=[CH:24][C:23]([F:26])=[CH:22][CH:21]=1)[CH2:13][CH2:14][CH2:15][C:16](OC)=[O:17])=[O:9])([CH3:6])([CH3:5])[CH3:4].Cl>CO>[C:3]([O:7][C:8](=[O:9])[NH:10][N:11]1[C:16](=[O:17])[CH2:15][CH2:14][CH2:13][CH:12]1[C:20]1[CH:25]=[CH:24][C:23]([F:26])=[CH:22][CH:21]=1)([CH3:6])([CH3:5])[CH3:4] |f:0.1|. Reported procedure: A 1 N sodium hydroxide solution (0.6 mL) was added to a solution of methyl 5-(N′-tert-butoxycarbonylhydrazino)-5-(4-fluorophenyl)pentanoate (81 mg) in methanol (1 mL), and the reaction solution was stirred at room temperature for two hours. 2 N aqueous hydrochloric acid (0.3 mL) was added to the reaction solution, and the reaction solution was concentrated under reduced pressure. HOBT (64 mg) and EDC (91 mg) were added to a solution of the residue in DMF (1 mL), and the reaction solution was sti...